Dataset: the Open Reaction Database (ORD), a public repository of structured organic reaction records. Task: describe an organic reaction: reactants, conditions, products, and yield Reactants: C(CCC)[Li] (n-butyl lithium), BrC1=C(C2=C(S1)C=C(C=C2)C)Br (2,3-dibromo-6-methylbenzo[b]thiophene), O (water). Run in CCOCC (ether). Reaction conditions: time 1 hour. The product is BrC=1C2=C(SC1)C=C(C=C2)C (3-bromo-6-methylbenzo[b]thiophene). The yield is 66.5%. Reaction SMILES: C([Li])CCC.Br[C:7]1[S:11][C:10]2[CH:12]=[C:13]([CH3:16])[CH:14]=[CH:15][C:9]=2[C:8]=1[Br:17].O>CCOCC>[Br:17][C:8]1[C:9]2[CH:15]=[CH:14][C:13]([CH3:16])=[CH:12][C:10]=2[S:11][CH:7]=1. Procedure details: A solution of n-butyl lithium (22.3 ml. of 1.6 M solution in hexane) was added dropwise to a stirred solution of 2,3-dibromo-6-methylbenzo[b]thiophene (11.76 g.) in dry ether (150 ml.) at 0° under an atmosphere of dry nitrogen. The resulting solution was stirred at 0° for 1 hour and then water (50 ml.) was added. The mixture was stirred for a few minutes and then the ether layer was separated, dried (Na2SO4) and evaporated to give an oil. The oil was distilled to give 3-bromo-6-methylbenzo[b]thi... Reactants: CC#N, CC1(C)C(C=C(Cl)Cl)C1C(=O)Cl, N#C[Na], O=Cc1cccc(Oc2ccccc2)c1, O. Yields the product CC1(C)C(C=C(Cl)Cl)C1C(=O)OC(C#N)c1cccc(Oc2ccccc2)c1. As a reaction SMILES: [CH3:32][C:33]#[N:34].[Cl:20][C:21](=[CH:22][CH:23]1[C:24]([CH3:29])([CH3:30])[CH:25]1[C:26](=[O:27])[Cl:28])[Cl:31].[Na:1][C:2]#[N:3].[O:5]([c:6]1[cH:7][cH:8][cH:9][cH:10][cH:11]1)[c:12]1[cH:13][c:14]([CH:15]=[O:16])[cH:17][cH:18][cH:19]1.[OH2:4]>>[C:2](#[N:3])[CH:15]([c:14]1[cH:13][c:12]([O:5][c:6]2[cH:7][cH:8][cH:9][cH:10][cH:11]2)[cH:19][cH:18][cH:17]1)[O:16][C:26]([CH:25]1[CH:23]([CH:22]=[C:21]([Cl:20])[Cl:31])[C:24]1([CH3:29])[CH3:30])=[O:27]. Starting materials: ClC=1C=C(C(=O)N)C=C(C1)Cl (3,5-dichlorobenzamide), C(C=O)(=O)OC (methyl glyoxylate). Run in C(C)(=O)OCC (ethyl acetate). Reaction conditions: time 8 hour. Product: C(C)(=O)NC(C(=O)OC)NC(C1=CC(=CC(=C1)Cl)Cl)=O (Methyl Acetylamino(3,5-dichlorobenzoylamino)acetate). The yield is 15.4%. RXN SMILES: [Cl:1][C:2]1[CH:3]=[C:4]([CH:8]=[C:9]([Cl:11])[CH:10]=1)[C:5]([NH2:7])=[O:6].[C:12]([O:16][CH3:17])(=[O:15])[CH:13]=O>C(OCC)(=O)C>[C:5]([NH:7][CH:13]([NH:7][C:5](=[O:6])[C:4]1[CH:3]=[C:2]([Cl:1])[CH:10]=[C:9]([Cl:11])[CH:8]=1)[C:12]([O:16][CH3:17])=[O:15])(=[O:6])[CH3:4]. Reported procedure: A mixture of 3,5-dichlorobenzamide (19.0 g) and methyl glyoxylate (8.8 g) in ethyl acetate (300 ml) was heated under reflux for 8 hours. The solvent was removed and the residual adduct was crystallised from chloroform-light petroleum. A portion (4.0 g) of the adduct was dissolved in a mixture of glacial acetic acid (30 ml) and acetonitrile (10 ml) with stirring, and then concentrated sulphuric acid (4 ml) was added. The mixture was kept at room temperature overnight when water (100 ml) was added... Starting materials: Cl (hydrochloric acid), N1=CC(=CC2=CC=CC=C12)NC([C@H]1N(C[C@@H](C1)NC([C@@H](CCC1=CC=CC=C1)O)=O)C([C@H]1N(C[C@@H](C1)NC(CNC(=O)OC(C)(C)C)=O)C(=O)OC(C)(C)C)=O)=O (N-tert-butoxycarbonyl-trans-4-(N-tert-butoxycarbonylglycylamino)-L-prolyl-trans-4-((R)-2-hydroxy-4-phenylbutyrylamino)-L-proline 3-quinolylamide), CO (methanol). Solvent: O1CCOCC1 (1,4-dioxane). Run at time 2 hour. Yields the product Cl.Cl.Cl.N1=CC(=CC2=CC=CC=C12)NC([C@H]1N(C[C@@H](C1)NC[C@@H](CCC1=CC=CC=C1)O)C([C@H]1NC[C@@H](C1)N)=O)=O (trans-4-Amino-L-Prolyl-trans-4-((R)-2-Hydroxy-4-Phenylbutylamino)-L-Proline 3-Quinolylamide Trihydrochloride). Reaction SMILES: [ClH:1].[N:2]1[C:11]2[C:6](=[CH:7][CH:8]=[CH:9][CH:10]=2)[CH:5]=[C:4]([NH:12][C:13](=[O:58])[C@@H:14]2[CH2:18][C@@H:17]([NH:19][C:20](=O)[C@H:21]([OH:30])[CH2:22][CH2:23][C:24]3[CH:29]=[CH:28][CH:27]=[CH:26][CH:25]=3)[CH2:16][N:15]2[C:32](=[O:57])[C@@H:33]2[CH2:37][C@@H:36]([NH:38]C(=O)CNC(OC(C)(C)C)=O)[CH2:35][N:34]2C(OC(C)(C)C)=O)[CH:3]=1.CO>O1CCOCC1>[ClH:1].[ClH:1].[ClH:1].[N:2]1[C:11]2[C:6](=[CH:7][CH:8]=[CH:9][CH:10]=2)[CH:5]=[C:4]([NH:12][C:13](=[O:58])[C@@H:14]2[CH2:18][C@@H:17]([NH:19][CH2:20][C@H:21]([OH:30])[CH2:22][CH2:23][C:24]3[CH:29]=[CH:28][CH:27]=[CH:26][CH:25]=3)[CH2:16][N:15]2[C:32](=[O:57])[C@@H:33]2[CH2:37][C@@H:36]([NH2:38])[CH2:35][NH:34]2)[CH:3]=1 |f:4.5.6.7|. Procedure details: A solution of 4 N hydrochloric acid in 1,4-dioxane (4 mL) was added to N-tert-butoxycarbonyl-trans-4-(N-tert-butoxycarbonylglycylamino)-L-prolyl-trans-4-((R)-2-hydroxy-4-phenylbutyrylamino)-L-proline 3-quinolylamide (P, 90 mg) at 0° C., and methanol was added until insoluble materials were disappeared. After stirring for 2 hr, the reaction mixture was evaporated and coevaporated several times with hexane and ethanol in vacuo to give pale yellow solids. The solids were washed with ether to afford... Reactants: CCO, BrCC1CC1, Cl, NC(CS)C(=O)O, [Na+], [OH-]. Yields the product NC(CSCC1CC1)C(=O)O. As a reaction SMILES: [CH3:16][CH2:17][OH:18].[CH:10]1([CH2:13][Br:14])[CH2:11][CH2:12]1.[ClH:15].[NH2:1][CH:2]([CH2:3][SH:4])[C:5]([OH:6])=[O:7].[Na+:9].[OH-:8]>>[NH2:1][CH:2]([CH2:3][S:4][CH2:13][CH:10]1[CH2:11][CH2:12]1)[C:5]([OH:6])=[O:7]. The reactants are CC1(O)CCNCC1, ClC(Cl)Cl, COc1ccc(C2COCCO2)c2sc(NC(=O)Oc3ccccc3)nc12, c1ccncc1. The product is COc1ccc(C2COCCO2)c2sc(NC(=O)N3CCC(C)(O)CC3)nc12. Reaction SMILES: [CH3:28][C:29]1([OH:35])[CH2:30][CH2:31][NH:32][CH2:33][CH2:34]1.[CH:42]([Cl:43])([Cl:44])[Cl:45].[c:1]1([O:2][C:8]([NH:9][c:10]2[s:11][c:12]3[c:13]([n:14]2)[c:15]([O:25][CH3:26])[cH:16][cH:17][c:18]3[CH:19]2[O:20][CH2:21][CH2:22][O:23][CH2:24]2)=[O:27])[cH:3][cH:4][cH:5][cH:6][cH:7]1.[cH:36]1[cH:37][cH:38][n:39][cH:40][cH:41]1>>[C:8]([NH:9][c:10]1[s:11][c:12]2[c:13]([n:14]1)[c:15]([O:25][CH3:26])[cH:16][cH:17][c:18]2[CH:19]1[O:20][CH2:21][CH2:22][O:23][CH2:24]1)(=[O:27])[N:32]1[CH2:31][CH2:30][C:29]([CH3:28])([OH:35])[CH2:34][CH2:33]1. Reactants: C([O-])([O-])=O.[K+].[K+] (potassium carbonate), [I-].[Na+] (sodium iodide), N1CCCC1 (pyrrolidine), BrCCCOC1=C(C=CC=C1)CC(=O)OC (methyl 2-(3-bromopropoxy)phenyl-acetate). Run in C(C)#N (acetonitrile), ClCCl (dichloromethane). Run at temperature 20 celsius, time 20 hour. Yields the product N1(CCCC1)CC(C)OC1=C(C=CC=C1)CC(=O)OC (methyl {[3-(1-pyrrolidinyl)-2-propoxy]phenyl}acetate). The yield is 71.6%. RXN SMILES: [C:1](=O)([O-])[O-].[K+].[K+].[I-].[Na+].[NH:9]1[CH2:13][CH2:12][CH2:11][CH2:10]1.BrC[CH2:16][CH2:17][O:18][C:19]1[CH:24]=[CH:23][CH:22]=[CH:21][C:20]=1[CH2:25][C:26]([O:28][CH3:29])=[O:27]>C(#N)C.ClCCl>[N:9]1([CH2:1][CH:17]([O:18][C:19]2[CH:24]=[CH:23][CH:22]=[CH:21][C:20]=2[CH2:25][C:26]([O:28][CH3:29])=[O:27])[CH3:16])[CH2:13][CH2:12][CH2:11][CH2:10]1 |f:0.1.2,3.4|. Procedure: 18.4 g of potassium carbonate, 4.5 g of sodium iodide and then 9.54 g of pyrrolidine are successively added to a solution of 36 g of methyl 2-(3-bromopropoxy)phenyl-acetate in 400 cm3 of acetonitrile. The reaction mixture is refluxed for 5 hours and then stirred at 20° C. for 20 hours and diluted with 800 cm3 of dichloromethane. The solution is washed with 80 cm3 of water and then twice with 80 cm3 of brine. The chloromethylenic phase is dried over sodium sulphate and concentrated to dryness und... The yield is 52.9%. Starting materials: COC1=CC=C(C=C1)C1=NOC=C1C(=O)O (3-(4-methoxyphenyl)isoxazole-4-carboxylic acid), C(C)N(C(C)C)C(C)C (N-ethyl-N-isopropylpropan-2-amine), CN(C)C(=[N+](C)C)ON1C2=C(C=CC=C2)N=N1.[B-](F)(F)(F)F (TBTU), CC1CC(CN1)(O)C1=CC=CC=C1 (5-methyl-3-phenylpyrrolidin-3-ol). Yields the product COC1=CC=C(C=C1)C1=NOC=C1C(=O)N1CC(CC1C)(O)C1=CC=CC=C1 (1-{[3-(4-methoxyphenyl)isoxazol-4-yl]carbonyl}-5-methyl-3-phenylpyrrolidin-3-ol). Procedure details: A solution of 3-(4-methoxyphenyl)isoxazole-4-carboxylic acid (7 mg, 0.03 mmol), N-ethyl-N-isopropylpropan-2-amine (16 μL, 0.09 mmol, 3 equ.) and TBTU (12 mg, 0.036 mmol, 1.2 equ.) in DMF (0.3 mL) was added to 5-methyl-3-phenylpyrrolidin-3-ol (5 mg, 0.03 mmol). After 1 h at rt the crude product was purified by RP-HPLC. The pure fractions were basified (NaHCO3) and extracted with ethyl acetate, dried (Na2SO4), evaporated and dried in vacuum to yield the title compound (6 mg). MS (ESI, pos. ion) m/... Solvent: CN(C)C=O (DMF). RXN SMILES: [CH3:1][O:2][C:3]1[CH:8]=[CH:7][C:6]([C:9]2[C:13]([C:14]([OH:16])=O)=[CH:12][O:11][N:10]=2)=[CH:5][CH:4]=1.C(N(C(C)C)C(C)C)C.CN(C(ON1N=NC2C=CC=CC1=2)=[N+](C)C)C.[B-](F)(F)(F)F.[CH3:48][CH:49]1[NH:53][CH2:52][C:51]([C:55]2[CH:60]=[CH:59][CH:58]=[CH:57][CH:56]=2)([OH:54])[CH2:50]1>CN(C=O)C>[CH3:1][O:2][C:3]1[CH:4]=[CH:5][C:6]([C:9]2[C:13]([C:14]([N:53]3[CH:49]([CH3:48])[CH2:50][C:51]([C:55]4[CH:60]=[CH:59][CH:58]=[CH:57][CH:56]=4)([OH:54])[CH2:52]3)=[O:16])=[CH:12][O:11][N:10]=2)=[CH:7][CH:8]=1 |f:2.3|.